describe an organic reaction: reactants, conditions, products, and yield From a dataset of the Open Reaction Database (ORD), a public repository of structured organic reaction records. Starting materials: C(C)(=O)O (acetic acid), sodium triacetoxyboron hydride, N1C=C(C2=CC=CC=C12)C[C@@H](C=1SC=C(N1)C)N ((S)-2-(1H-indol-3-yl)-1-(4-methylthiazol-2-yl)ethylamine), CN(C1(CCC(CC1)=O)C1=CC=CC=C1)C (4-dimethylamino-4-phenylcyclohexanone), S(=O)(=O)([O-])[O-].[Na+].[Na+] (sodium sulphate). Run in O1CCCC1 (tetrahydrofuran). Conditions: time 3 hour. Product: N1C=C(C2=CC=CC=C12)C[C@@H](C=1SC=C(N1)C)NC1CCC(CC1)(N(C)C)C1=CC=CC=C1 ((S)—N4-(2-(1H-indol-3-yl)-1-(4-methylthiazol-2-yl)ethyl)-N1,N1-dimethyl-1-phenylcyclohexane-1,4-diamine). Reaction SMILES: [NH:1]1[C:9]2[C:4](=[CH:5][CH:6]=[CH:7][CH:8]=2)[C:3]([CH2:10][C@H:11]([NH2:18])[C:12]2[S:13][CH:14]=[C:15]([CH3:17])[N:16]=2)=[CH:2]1.[CH3:19][N:20]([CH3:34])[C:21]1([C:28]2[CH:33]=[CH:32][CH:31]=[CH:30][CH:29]=2)[CH2:26][CH2:25][C:24](=O)[CH2:23][CH2:22]1.S([O-])([O-])(=O)=O.[Na+].[Na+].C(O)(=O)C>O1CCCC1>[NH:1]1[C:9]2[C:4](=[CH:5][CH:6]=[CH:7][CH:8]=2)[C:3]([CH2:10][C@H:11]([NH:18][CH:24]2[CH2:23][CH2:22][C:21]([C:28]3[CH:29]=[CH:30][CH:31]=[CH:32][CH:33]=3)([N:20]([CH3:34])[CH3:19])[CH2:26][CH2:25]2)[C:12]2[S:13][CH:14]=[C:15]([CH3:17])[N:16]=2)=[CH:2]1 |f:2.3.4|. Procedure: A solution of (S)-2-(1H-indol-3-yl)-1-(4-methylthiazol-2-yl)ethylamine (500 mg, 1.94 mmol) and 4-dimethylamino-4-phenylcyclohexanone (421 mg, 1.94 mmol) in anhydrous tetrahydrofuran (40 mL) was mixed with sodium sulphate (1.00 g) and stirred for 3 h at room temperature. After adding acetic acid (291 mg, 287 μL, 4.85 mmol), sodium triacetoxyboron hydride (574 mg, 2.71 mmol) was added and the mixture stirred overnight at room temperature. The mixture was then filtered, the filtrate concentrated to... Starting materials: CN1C2=C(C(C(=C1)C(=O)O)=O)C1=C(OC2=O)C=CC=C1 (1,5-dihydro-4-methyl-1,5-dioxo-4H-1-benzopyrano[3,4-b]pyridine-2-carboxylic acid), C(=O)(N1C=NC=C1)N1C=NC=C1 (1,1'-carbonyldiimidazole), O.NC1=NN=NN1 (5-aminotetrazole monohydrate). Run in CN(C=O)C (dimethylformamide). The product is CN1C2=C(C(C(=C1)C(=O)NC1=NN=NN1)=O)C1=C(OC2=O)C=CC=C1 (1,5-dihydro-4-methyl-1,5-dioxo-N-1H-tetrazol-5-yl-4H-[1]benzopyrano[3,4-b]pyridine-2-carboxamide). Isolated yield 94.6%. Reaction SMILES: [CH3:1][N:2]1[CH:7]=[C:6]([C:8](O)=[O:9])[C:5](=[O:11])[C:4]2[C:12]3[CH:20]=[CH:19][CH:18]=[CH:17][C:13]=3[O:14][C:15](=[O:16])[C:3]1=2.C(N1C=CN=C1)(N1C=CN=C1)=O.O.[NH2:34][C:35]1[NH:39][N:38]=[N:37][N:36]=1>CN(C)C=O>[CH3:1][N:2]1[CH:7]=[C:6]([C:8]([NH:34][C:35]2[NH:39][N:38]=[N:37][N:36]=2)=[O:9])[C:5](=[O:11])[C:4]2[C:12]3[CH:20]=[CH:19][CH:18]=[CH:17][C:13]=3[O:14][C:15](=[O:16])[C:3]1=2 |f:2.3|. Reported procedure: Prepared by the method described for Ex. 17 from 1,5-dihydro-4-methyl-1,5-dioxo-4H-1-benzopyrano[3,4-b]pyridine-2-carboxylic acid (5.42 g, 0.02 mole), 1,1'-carbonyldiimidazole (6.48 g, 0.04 mole) and 5-aminotetrazole monohydrate (2.06 g, 0.02 mole) in dimethylformamide (90 ml). Recrystallization from dimethylformamide gives pale yellow crystals (6.4 g, 95%), m.p. above 300. Starting materials: CN(C=NS(=O)(=O)C1=CC=2C(=[N+](C=CC2)[O-])S1)C (N,N-Dimethyl-N'-(7-oxidothieno[2 3-b]pyridine-2-sulfonyl)formamidine), C(C)(=O)OC(C)=O (acetic anhydride). Solvent: O (water). Yields the product S(N)(=O)(=O)C1=CC2=C(NC(C=C2)=O)S1 (2-sulfamoylthieno[2,3-b]pyridin-6(7H)-one). Yield: 60.0%. Reaction SMILES: CN(C)C=[N:4][S:5]([C:8]1[S:17][C:11]2=[N+:12]([O-])[CH:13]=[CH:14][CH:15]=[C:10]2[CH:9]=1)(=[O:7])=[O:6].C(OC(=O)C)(=[O:21])C>O>[S:5]([C:8]1[S:17][C:11]2[NH:12][C:13](=[O:21])[CH:14]=[CH:15][C:10]=2[CH:9]=1)(=[O:7])(=[O:6])[NH2:4]. Procedure: A mixture of the product from Step A (10.75 g, 0.038 mol) and 50 ml of acetic anhydride was heated at reflux for 16 hours. After removal of the acetic anhydride in vacuo, the residue was heated in 6 N hydrochloric acid (50 ml) for 3 hours. The cooled reaction mixture was diluted with water (400 ml), chilled and the resulting solid was filtered, washed with water and dried, 5.25 g (60% yield). Recrystallization from water gave 2-sulfamoylthieno[2,3-b]pyridin-6(7H)-one; m.p. 306°-308° C. The reactants are N1CCC(CC1)N1N=CC(=C1)C1=CC2=C(N(C=N2)C=2C=C(C=C(C2)N2N=CC=C2)NC(C)=O)C=C1 (N-(3-(5-(1-(piperidin-4-yl)-1H-pyrazol-4-yl)-1H-benzo[d]imidazol-1-yl)-5-(1H-pyrazol-1-yl)phenyl)acetamide), N1=CC=CC=C1 (pyridine), CS(=O)(=O)Cl (methanesulfonyl chloride). Run in C(Cl)Cl (DCM). Run at time 4 hour. Product: CS(=O)(=O)N1CCC(CC1)N1N=CC(=C1)C1=CC2=C(N(C=N2)C=2C=C(C=C(C2)N2N=CC=C2)NC(C)=O)C=C1 (N-(3-(5-(1-(1-(methylsulfonyl)piperidin-4-yl)-1H-pyrazol-4-yl)-1H-benzo[d]-imidazol-1-yl)-5-(1H-pyrazol-1-yl)phenyl)acetamide). Isolated yield 19.0%. As a reaction SMILES: [NH:1]1[CH2:6][CH2:5][CH:4]([N:7]2[CH:11]=[C:10]([C:12]3[CH:35]=[CH:34][C:15]4[N:16]([C:19]5[CH:20]=[C:21]([NH:30][C:31](=[O:33])[CH3:32])[CH:22]=[C:23]([N:25]6[CH:29]=[CH:28][CH:27]=[N:26]6)[CH:24]=5)[CH:17]=[N:18][C:14]=4[CH:13]=3)[CH:9]=[N:8]2)[CH2:3][CH2:2]1.N1C=CC=CC=1.[CH3:42][S:43](Cl)(=[O:45])=[O:44]>C(Cl)Cl>[CH3:42][S:43]([N:1]1[CH2:6][CH2:5][CH:4]([N:7]2[CH:11]=[C:10]([C:12]3[CH:35]=[CH:34][C:15]4[N:16]([C:19]5[CH:20]=[C:21]([NH:30][C:31](=[O:33])[CH3:32])[CH:22]=[C:23]([N:25]6[CH:29]=[CH:28][CH:27]=[N:26]6)[CH:24]=5)[CH:17]=[N:18][C:14]=4[CH:13]=3)[CH:9]=[N:8]2)[CH2:3][CH2:2]1)(=[O:45])=[O:44]. Procedure: To a solution of the compound of Example 128 (80 mg, 0.171 mmol) in DCM (10 ml) was added pyridine (27 mg, 0.34 mmol, 2 eq.) and methanesulfonyl chloride (19 mg, 0.171 mmol, 1 eq.). The mixture was stirred for 4 h and quenched and extracted as in Example 2(b). The solvent was distilled off and the residue was purified by preparative HPLC to give the product in 19% yield (18 mg). 1H NMR (300 MHz, DMSO-d6): δ 10.52 (s, 1H), 10.06 (s, 1H), 8.58 (d, 1H), 8.43 (s, 1H), 8.24 (s, 1H), 8.06-8.00 (m, 3H)... Reactants: [Al+3], [AlH4-], C1CCOC1, [Cl-], [Cl-], [Cl-], [Li+], N#CC=C(c1ccccc1)c1ccccc1. Product: NCC=C(c1ccccc1)c1ccccc1. RXN SMILES: [Al+3:18].[AlH4-:22].[CH2:23]1[O:24][CH2:25][CH2:26][CH2:27]1.[Cl-:17].[Cl-:19].[Cl-:20].[Li+:21].[c:1]1([C:7](=[CH:8][C:9]#[N:10])[c:11]2[cH:12][cH:13][cH:14][cH:15][cH:16]2)[cH:2][cH:3][cH:4][cH:5][cH:6]1>>[c:1]1([C:7](=[CH:8][CH2:9][NH2:10])[c:11]2[cH:12][cH:13][cH:14][cH:15][cH:16]2)[cH:2][cH:3][cH:4][cH:5][cH:6]1. Starting materials: NC1[C@@H]2N(C(=CCS2)C(=O)OCC2=CC=C(C=C2)[N+](=O)[O-])C1=O (4-nitrobenzyl 7-amino-3-cephem-4-carboxylate), C[Si](C)(C)CC(=O)N (trimethylsilylacetamide), C[Si](C)(C)C(C(=O)N)[Si](C)(C)C (bis(trimethylsilyl)acetamide), P(=O)(Cl)(Cl)Cl (phosphoryl chloride), C(=O)NC=1SC(=C(N1)C(C(=O)O)=NOC)Br (2-(2-formamido-5-bromothiazol-4-yl)-2-methoxyiminoacetic acid). Solvent: C(C)OCC (diethyl ether), C(C)(=O)OCC (ethyl acetate), C(C)(=O)OCC (ethyl acetate), C(C)(C)O (isopropyl alcohol), CN(C=O)C (dimethylformamide). Product: C(=O)NC=1SC(=C(N1)C(C(=O)NC1[C@@H]2N(C(=CCS2)C(=O)OCC2=CC=C(C=C2)[N+](=O)[O-])C1=O)=NOC)Br (4-nitrobenzyl 7-[2-(2-formamido-5-bromothiazol-4-yl)-2-methoxyiminoacetamido]-3-cephem-4-carboxylate). Isolated yield 43.1%. As a reaction SMILES: [NH2:1][CH:2]1[C:22](=[O:23])[N:4]2[C:5]([C:9]([O:11][CH2:12][C:13]3[CH:18]=[CH:17][C:16]([N+:19]([O-:21])=[O:20])=[CH:15][CH:14]=3)=[O:10])=[CH:6][CH2:7][S:8][C@H:3]12.C[Si](CC(N)=O)(C)C.C[Si](C([Si](C)(C)C)C(N)=O)(C)C.P(Cl)(Cl)(Cl)=O.[CH:49]([NH:51][C:52]1[S:53][C:54]([Br:64])=[C:55]([C:57](=[N:61][O:62][CH3:63])[C:58](O)=[O:59])[N:56]=1)=[O:50]>C(OCC)(=O)C.C(OCC)C.C(O)(C)C.CN(C)C=O>[CH:49]([NH:51][C:52]1[S:53][C:54]([Br:64])=[C:55]([C:57](=[N:61][O:62][CH3:63])[C:58]([NH:1][CH:2]2[C:22](=[O:23])[N:4]3[C:5]([C:9]([O:11][CH2:12][C:13]4[CH:14]=[CH:15][C:16]([N+:19]([O-:21])=[O:20])=[CH:17][CH:18]=4)=[O:10])=[CH:6][CH2:7][S:8][C@H:3]23)=[O:59])[N:56]=1)=[O:50]. Procedure details: A solution of 4-nitrobenzyl 7-amino-3-cephem-4-carboxylate (3.3 g.), trimethylsilylacetamide (6.4 g.) and bis(trimethylsilyl)acetamide (6.0 g.) in dry ethyl acetate (100 ml.) and a solution of dimethylformamide (0.9 ml.), phosphoryl chloride (1.1 ml.) and 2-(2-formamido-5-bromothiazol-4-yl)-2-methoxyiminoacetic acid (syn isomer, 5.1 g.) in dry ethyl acetate (5 ml.) were treated in a similar manner to that of Example 1-(1) (isopropyl alcohol was used for pulverization instead of diethyl ether) to...